From a dataset of the Open Reaction Database (ORD), a public repository of structured organic reaction records. describe an organic reaction: reactants, conditions, products, and yield Starting materials: O[C@@H]1[C@H]2CCCCC2=C[C@@H]2C(O[C@H]([C@@H]21)C)=O ((3S,3aS,4R,4aS,9aS)-4-hydroxy-3-methyl-3a,4,4a,5,6,7,8,9a-octahydronaphtho[2,3-c]furan-1(3H)-one). Reagents/catalysts: [Pt]=O (platinum oxide). The solvent is C(C)O (ethanol). Conditions: time 16 hour. Product: O[C@@H]1[C@H]2CCCC[C@@H]2C[C@@H]2C(O[C@H]([C@@H]21)C)=O ((3S,3aS,4R,4aS,8aR,9aS)-4-hydroxy-3-methyl-decahydronaphtho[2,3-c]furan-1(3H)-one). The yield is 95.9%. Reaction SMILES: [OH:1][C@H:2]1[C@@H:14]2[C@@H:10]([C:11](=[O:16])[O:12][C@H:13]2[CH3:15])[CH:9]=[C:8]2[C@@H:3]1[CH2:4][CH2:5][CH2:6][CH2:7]2>C(O)C.[Pt]=O>[OH:1][C@H:2]1[C@@H:14]2[C@@H:10]([C:11](=[O:16])[O:12][C@H:13]2[CH3:15])[CH2:9][C@@H:8]2[C@@H:3]1[CH2:4][CH2:5][CH2:6][CH2:7]2. Reported procedure: To 375.1 mg(1.69 mmol) of (3S,3aS,4R,4aS,9aS)-4-hydroxy-3-methyl-3a,4,4a,5,6,7,8,9a-octahydronaphtho[2,3-c]furan-1(3H)-one in 5 ml of ethanol solution were added 40.0 mg(10% by weight) of platinum oxide, and catalytic reduction was conducted at ambient temperature under 98.1 Kpa. After stirring for 16 hours, the reaction mixture was filtered through celite and the residue was washed using 20 ml of ethyl acetate. Combined organic layers were distilled off under reduced pressure and the residue wa... Product: CCOC(=O)C1(C)Cc2c(Br)ccc(N)c2O1. RXN SMILES: [Br:17][N:18]1[C:19](=[O:20])[CH2:21][CH2:22][C:23]1=[O:24].[CH3:25][N:26]([CH3:27])[CH:28]=[O:29].[Cl-:31].[Li+:30].[NH2:1][c:2]1[cH:3][cH:4][cH:5][c:6]2[c:10]1[O:9][C:8]([CH3:11])([C:12](=[O:13])[O:14][CH2:15][CH3:16])[CH2:7]2>>[NH2:1][c:2]1[cH:3][cH:4][c:5]([Br:17])[c:6]2[c:10]1[O:9][C:8]([CH3:11])([C:12](=[O:13])[O:14][CH2:15][CH3:16])[CH2:7]2. Reactants: O=C1CCC(=O)N1Br, CN(C)C=O, [Cl-], [Li+], CCOC(=O)C1(C)Cc2cccc(N)c2O1.